From a dataset of the Open Reaction Database (ORD), a public repository of structured organic reaction records. describe an organic reaction: reactants, conditions, products, and yield The reactants are [BH4-].[Na+] (NaBH4), [Br-].C(=O)(O)C=1C=C2C(=CNC2=CC1)CCCC[N+]1=CC=C(C=C1)C1=CC=CC=C1 (1-[4-(5-carboxy-3-indolyl)-butyl]-4-phenylpyridinium bromide). The solvent is O (water), [OH-].[Na+] (NaOH). Conditions: time 3 hour. Yields the product C1(=CC=CC=C1)C=1CCN(CC1)CCCCC1=CNC2=CC=C(C=C12)C(=O)O (3-[4-(4-phenyl-1,2,3,6-tetrahydropyridyl)-butyl]-indole-5-carboxylic acid). Reaction SMILES: [BH4-].[Na+].[Br-].[C:4]([C:7]1[CH:8]=[C:9]2[C:13](=[CH:14][CH:15]=1)[NH:12][CH:11]=[C:10]2[CH2:16][CH2:17][CH2:18][CH2:19][N+:20]1[CH:25]=[CH:24][C:23]([C:26]2[CH:31]=[CH:30][CH:29]=[CH:28][CH:27]=2)=[CH:22][CH:21]=1)([OH:6])=[O:5]>O.[OH-].[Na+]>[C:26]1([C:23]2[CH2:24][CH2:25][N:20]([CH2:19][CH2:18][CH2:17][CH2:16][C:10]3[C:9]4[C:13](=[CH:14][CH:15]=[C:7]([C:4]([OH:6])=[O:5])[CH:8]=4)[NH:12][CH:11]=3)[CH2:21][CH:22]=2)[CH:31]=[CH:30][CH:29]=[CH:28][CH:27]=1 |f:0.1,2.3,5.6|. Procedure: 1 g of NaBH4 in 20 ml of water is added, with stirring, to a solution of 4.51 g of 1-[4-(5-carboxy-3-indolyl)-butyl]-4-phenylpyridinium bromide [obtainable from 3-(4-bromobutyl)-indole-5-carboxylic acid and 4-phenylpyridine] in 50 ml of 1N NaOH, and stirring is continued for a further 3 hours at 60°. Working up in the customary manner gives 3-[4-(4-phenyl-1,2,3,6-tetrahydropyridyl)-butyl]-indole-5-carboxylic acid, m.p. 284°-285°. Starting materials: C(C)(C)(C)OC(=O)N[C@H](CN1CCOCC1)CC(C)C (N-tert-butoxycarbonyl-1-morpholino-2- (S) -amino-4-methylpentane), FC(C(=O)O)(F)F (trifluoroacetic acid). Solvent: C(Cl)Cl (DCM). Reaction conditions: time 3 hour. Product: FC(C(=O)O)(F)F.O1CCN(CC1)C[C@H](CC(C)C)N (1-morpholino-2-(S)-amino-4-methylpentane trifluoroacetate salt). RXN SMILES: C(OC([NH:8][C@@H:9]([CH2:17][CH:18]([CH3:20])[CH3:19])[CH2:10][N:11]1[CH2:16][CH2:15][O:14][CH2:13][CH2:12]1)=O)(C)(C)C.[F:21][C:22]([F:27])([F:26])[C:23]([OH:25])=[O:24]>C(Cl)Cl>[F:21][C:22]([F:27])([F:26])[C:23]([OH:25])=[O:24].[O:14]1[CH2:15][CH2:16][N:11]([CH2:10][C@@H:9]([NH2:8])[CH2:17][CH:18]([CH3:19])[CH3:20])[CH2:12][CH2:13]1 |f:3.4|. Procedure: Crude N-tert-butoxycarbonyl-1-morpholino-2- (S) -amino-4-methylpentane (6.3 mmol) was dissolved in DCM (50 ml) and treated with excess trifluoroacetic acid (0.48 ml) at 0° C. The mixture was allowed to warm up to room temperature and was stirred for 3 h. The mixture was concentrated to dryness to give 1-morpholino-2-(S)-amino-4-methylpentane trifluoroacetate salt which was used immediately. Reactants: [SiH4] (silane), [SiH4] (silane), ClC[Si](C)(C)OC ((chloromethyl)methoxydimethylsilane), C(C)(=O)[O-].[Na+] (sodium acetate). The solvent is high boiler solvent. Run at time 30 minute. Yields the product C(C)(=O)OC[Si](C)(C)OC ((acetoxymethyl)methoxydimethylsilane). Reaction SMILES: [C:1]([O-:4])(=[O:3])[CH3:2].[Na+].[SiH4].Cl[CH2:8][Si:9]([O:12][CH3:13])([CH3:11])[CH3:10]>>[C:1]([O:4][CH2:8][Si:9]([O:12][CH3:13])([CH3:11])[CH3:10])(=[O:3])[CH3:2] |f:0.1|. Reported procedure: A mixture of 20 mL of high boiler solvent as per Table 1, 13.5 g (165 mmol) of sodium acetate (anhydrous) and the Table 1 amount of phase transfer catalyst (amount specified in mol % based on employed amount of silane) was heated to the temperature reported in Table 1 and dried at this temperature under a vacuum of 10 mbar for minutes. The vacuum was subsequently broken with argon, and (chloromethyl)methoxydimethylsilane (20.8 g, 150 mmol) was metered in at this temperature over 30 minutes under...